This data is from the Open Reaction Database (ORD), a public repository of structured organic reaction records. The task is: describe an organic reaction: reactants, conditions, products, and yield The reactants are BrC=1C=C2C(=C(C(=NC2=CC1)Cl)OC1=CC=CC=C1)C(F)(F)F (6-bromo-2-chloro-3-phenoxy-4-(trifluoromethyl)quinoline), BrC=1C=C2C(=C(C(NC2=CC1)=O)OC1=CC=CC=C1)O (6-bromo-4-hydroxy-3-phenoxyquinolin-2(1H)-one), BrC=1C=C2C(=C(C(=NC2=CC1)Cl)OC1=CC=CC=C1)C(F)(F)F (6-bromo-2-chloro-3-phenoxy-4-(trifluoromethyl)quinoline), BrC=1C=C2C(=C(C(NC2=CC1)=O)OC1=CC=CC=C1)O (6-bromo-4-hydroxy-3-phenoxyquinolin-2(1H)-one). Run at temperature 100 celsius. The product is BrC=1C=C2C(=C(C(=NC2=CC1)N(CC)CC)OC1=CC=CC=C1)C(F)(F)F (6-Bromo-N,N-diethyl-3-phenoxy-4-(trifluoromethyl)quinolin-2-amine). As a reaction SMILES: [Br:1][C:2]1[CH:3]=[C:4]2[C:9](=[CH:10][CH:11]=1)[N:8]=[C:7](Cl)[C:6]([O:13][C:14]1[CH:19]=[CH:18][CH:17]=[CH:16][CH:15]=1)=[C:5]2[C:20]([F:23])([F:22])[F:21].BrC1C=[C:27]2[C:32](=CC=1)[NH:31][C:30](=O)[C:29](OC1C=CC=CC=1)=C2O>>[Br:1][C:2]1[CH:3]=[C:4]2[C:9](=[CH:10][CH:11]=1)[N:8]=[C:7]([N:31]([CH2:32][CH3:27])[CH2:30][CH3:29])[C:6]([O:13][C:14]1[CH:19]=[CH:18][CH:17]=[CH:16][CH:15]=1)=[C:5]2[C:20]([F:23])([F:22])[F:21]. Procedure: The title compound was prepared using 6-bromo-2-chloro-3-phenoxy-4-(trifluoromethyl)quinoline (Intermediate 8, step b) in place of 6-bromo-2,4-dichloro-3-phenoxyquinoline (Intermediate 5, step c) according to the procedure described in Intermediate 5, step d except the reaction mixture was heated at 100° C. under reflux condenser for 2.5 hours. Starting materials: O=C([O-])[O-], C=CCBr, Cn1c(N2CCN(CCCOc3cc([N+](=O)[O-])ccc3O)CC2)cc(=O)n(C)c1=O, CC(C)=O, Cl, [K+], [K+], O. The product is C=CCOc1ccc([N+](=O)[O-])cc1OCCCN1CCN(c2cc(=O)n(C)c(=O)n2C)CC1. RXN SMILES: [C:36](=[O:37])([O-:38])[O-:39].[CH2:32]([CH:33]=[CH2:34])[Br:35].[CH3:2][n:3]1[c:4](=[O:31])[n:5]([CH3:30])[c:6](=[O:29])[cH:7][c:8]1[N:9]1[CH2:10][CH2:11][N:12]([CH2:15][CH2:16][CH2:17][O:18][c:19]2[c:20]([OH:28])[cH:21][cH:22][c:23]([N+:25](=[O:26])[O-:27])[cH:24]2)[CH2:13][CH2:14]1.[CH3:43][C:44](=[O:45])[CH3:46].[ClH:1].[K+:40].[K+:41].[OH2:42]>>[CH3:2][n:3]1[c:4](=[O:31])[n:5]([CH3:30])[c:6](=[O:29])[cH:7][c:8]1[N:9]1[CH2:10][CH2:11][N:12]([CH2:15][CH2:16][CH2:17][O:18][c:19]2[c:20]([O:28][CH2:34][CH:33]=[CH2:32])[cH:21][cH:22][c:23]([N+:25](=[O:26])[O-:27])[cH:24]2)[CH2:13][CH2:14]1.